This data is from the Open Reaction Database (ORD), a public repository of structured organic reaction records. The task is: describe an organic reaction: reactants, conditions, products, and yield Starting materials: CCOC(=O)CBr, O=C([O-])[O-], CCC(C)=O, O=[N+]([O-])c1ccc(Oc2ccc(O)c(Cl)c2Cl)cc1, [K+], [K+]. Yields the product CCOC(=O)COc1ccc(Oc2ccc([N+](=O)[O-])cc2)c(Cl)c1Cl. Reaction SMILES: [Br:20][CH2:21][C:22](=[O:23])[O:24][CH2:25][CH3:26].[C:27](=[O:28])([O-:29])[O-:30].[CH3:33][C:34](=[O:35])[CH2:36][CH3:37].[Cl:1][c:2]1[c:3]([OH:19])[cH:4][cH:5][c:6]([O:9][c:10]2[cH:11][cH:12][c:13]([N+:16](=[O:17])[O-:18])[cH:14][cH:15]2)[c:7]1[Cl:8].[K+:31].[K+:32]>>[Cl:1][c:2]1[c:3]([O:19][CH2:21][C:22](=[O:23])[O:24][CH2:25][CH3:26])[cH:4][cH:5][c:6]([O:9][c:10]2[cH:11][cH:12][c:13]([N+:16](=[O:17])[O-:18])[cH:14][cH:15]2)[c:7]1[Cl:8]. Reactants: BrC=1C=C2C=CNC2=CC1 (5-bromoindole), CN(S(=O)(=O)C=C)C (N,N-dimethylethenesulphonamide), C1(=C(C=CC=C1)P(C1=C(C=CC=C1)C)C1=C(C=CC=C1)C)C (tri-o-tolylphosphine). Reagents/catalysts: C(C)(=O)[O-].[Pd+2].C(C)(=O)[O-] (palladium (II) acetate). Run in C(C)#N (acetonitrile). Conditions: temperature 100 celsius. Yields the product N1C=CC2=CC(=CC=C12)C=CS(=O)(=O)N(C)C (2-(1H-Indol-5-yl)-N,N-dimethylethenesulphonamide). Yield: 38.7%. RXN SMILES: Br[C:2]1[CH:3]=[C:4]2[C:8](=[CH:9][CH:10]=1)[NH:7][CH:6]=[CH:5]2.[CH3:11][N:12]([CH3:18])[S:13]([CH:16]=[CH2:17])(=[O:15])=[O:14].C1(C)C=CC=CC=1P(C1C=CC=CC=1C)C1C=CC=CC=1C>C([O-])(=O)C.[Pd+2].C([O-])(=O)C.C(#N)C>[NH:7]1[C:8]2[C:4](=[CH:3][C:2]([CH:17]=[CH:16][S:13]([N:12]([CH3:18])[CH3:11])(=[O:15])=[O:14])=[CH:10][CH:9]=2)[CH:5]=[CH:6]1 |f:3.4.5|. Reported procedure: A mixture of 5-bromoindole (7.7 g), N,N-dimethylethenesulphonamide (5.3 g) triethylamine (15 ml), acetonitrile (5 ml), palladium (II) acetate (0.35 g) and tri-o-tolylphosphine (0.95 g) was heated at 100° C. in an autoclave for 3 h. The resulting cooled mixture was partitioned between hydrochloric acid (2N, 300 ml) and ethyl acetate (2×150 ml). The combined extracts were dried (Na2SO4) and evaporated in vacuo. The residue was purified by `flash` chromatography (V, 7 cm col.) to give the title com... Reactants: CS(=O)(=O)NC=1C=CC2=C(OC(CO2)CN)C1 (7-methylsulfonylamino-2,3-dihydro-1,4-benzodioxin-2-methanamine), CN1C=C(C2=CC=CC=C12)CCC(=O)O (1-Methylindole-3-propionic acid), O.ON1N=NC2=C1C=CC=C2 (1-hydroxybenzotriazole hydrate), C(C)(C)N=C=NC(C)C (1,3-diisopropylcarbodiimide). Run in CN(C)C=O (DMF), CN(C)C=O (DMF). Reaction conditions: time 2 hour. Product: CN1C=C(C2=CC=CC=C12)CCCNCC1OC2=C(OC1)C=CC(=C2)NS(=O)(=O)C (N-(3-{[3-(1-Methyl-1H-indol-3-yl)-propylamino]-methyl}-2,3-dihydrobenzo[1,4]dioxin-6-yl)-methanesulfonamide). Yield: 81.5%. Reaction SMILES: [CH3:1][N:2]1[C:10]2[C:5](=[CH:6][CH:7]=[CH:8][CH:9]=2)[C:4]([CH2:11][CH2:12][C:13](O)=O)=[CH:3]1.O.ON1C2C=CC=CC=2N=N1.C(N=C=NC(C)C)(C)C.[CH3:36][S:37]([NH:40][C:41]1[CH:42]=[CH:43][C:44]2[O:49][CH2:48][CH:47]([CH2:50][NH2:51])[O:46][C:45]=2[CH:52]=1)(=[O:39])=[O:38]>CN(C=O)C>[CH3:1][N:2]1[C:10]2[C:5](=[CH:6][CH:7]=[CH:8][CH:9]=2)[C:4]([CH2:11][CH2:12][CH2:13][NH:51][CH2:50][CH:47]2[CH2:48][O:49][C:44]3[CH:43]=[CH:42][C:41]([NH:40][S:37]([CH3:36])(=[O:39])=[O:38])=[CH:52][C:45]=3[O:46]2)=[CH:3]1 |f:1.2|. Procedure: 1-Methylindole-3-propionic acid (1.2 g, 6.0 mmole), 1-hydroxybenzotriazole hydrate (0.97 g, 7.2 mmole) and 1,3-diisopropylcarbodiimide (1.1 ml, 7.2 mmole) were combined in 100 ml of DMF and stirred at room temperature for 2 hours under a nitrogen atmosphere. To this was added dropwise 7-methylsulfonylamino-2,3-dihydro-1,4-benzodioxin-2-methanamine (1.9 g, 7.2 mmole) in 50 ml of DMF and the mixture was further stirred for 24 hours. The solvent was removed and the residue partitioned between dichl... Starting materials: hydrochloride salt, CC1=CC=C(C=C1)S(=O)(=O)OCC1OC2=C(C1)C=C(C=C2C2=CC(=CC(=C2)C(F)(F)F)C(F)(F)F)C(F)(F)F ([7-[3,5-bis(trifluoromethyl)phenyl]-5-(trifluoromethyl)-2,3-dihydro-1-benzofuran-2-yl]methyl 4-methylbenzenesulfonate), CN (methylamine). Yields the product FC(C=1C=C(C=C(C1)C(F)(F)F)C1=CC(=CC=2CC(OC21)CNC)C(F)(F)F)(F)F ((±)-{[7-[3,5-bis(trifluoromethyl)phenyl]-5-(trifluoromethyl)-2,3-dihydro-1-benzofuran-2-yl]methyl}methylamine). RXN SMILES: CC1C=CC(S(O[CH2:12][CH:13]2[CH2:17][C:16]3[CH:18]=[C:19]([C:36]([F:39])([F:38])[F:37])[CH:20]=[C:21]([C:22]4[CH:27]=[C:26]([C:28]([F:31])([F:30])[F:29])[CH:25]=[C:24]([C:32]([F:35])([F:34])[F:33])[CH:23]=4)[C:15]=3[O:14]2)(=O)=O)=CC=1.[CH3:40][NH2:41]>>[F:29][C:28]([F:30])([F:31])[C:26]1[CH:27]=[C:22]([C:21]2[C:15]3[O:14][CH:13]([CH2:12][NH:41][CH3:40])[CH2:17][C:16]=3[CH:18]=[C:19]([C:36]([F:39])([F:37])[F:38])[CH:20]=2)[CH:23]=[C:24]([C:32]([F:34])([F:33])[F:35])[CH:25]=1. Procedure: The title compound was prepared (0.033 g, 58%) following the general procedure of Example 390 as a white solid, hydrochloride salt from [7-[3,5-bis(trifluoromethyl)phenyl]-5-(trifluoromethyl)-2,3-dihydro-1-benzofuran-2-yl]methyl 4-methylbenzenesulfonate (0.070 g, 0.12 mmol) and methylamine (0.12 g, 3.9 mmol). mp 205-207° C.